Dataset: the Open Reaction Database (ORD), a public repository of structured organic reaction records. Task: describe an organic reaction: reactants, conditions, products, and yield The reactants are CC(=O)O[BH-](OC(C)=O)OC(C)=O, CC(=O)O, ClCCl, COc1ccc(C23Cn4cc(N)cc4C(=O)N2CCN3C(=O)c2conc2C)cc1, [Na+], O=C1CCCCC1. Yields the product COc1ccc(C23Cn4cc(NC5CCCCC5)cc4C(=O)N2CCN3C(=O)c2conc2C)cc1. As a reaction SMILES: [C:42]([O:43][BH-:44]([O:45][C:46](=[O:47])[CH3:48])[O:49][C:50](=[O:51])[CH3:52])(=[O:53])[CH3:54].[CH3:38][C:39](=[O:40])[OH:41].[Cl:56][CH2:57][Cl:58].[NH2:1][c:2]1[cH:3][c:4]2[n:5]([cH:30]1)[CH2:6][C:7]1([c:22]3[cH:23][cH:24][c:25]([O:28][CH3:29])[cH:26][cH:27]3)[N:8]([C:9]2=[O:10])[CH2:11][CH2:12][N:13]1[C:14](=[O:15])[c:16]1[c:17]([CH3:21])[n:18][o:19][cH:20]1.[Na+:55].[O:31]=[C:32]1[CH2:33][CH2:34][CH2:35][CH2:36][CH2:37]1>>[NH:1]([c:2]1[cH:3][c:4]2[n:5]([cH:30]1)[CH2:6][C:7]1([c:22]3[cH:23][cH:24][c:25]([O:28][CH3:29])[cH:26][cH:27]3)[N:8]([C:9]2=[O:10])[CH2:11][CH2:12][N:13]1[C:14](=[O:15])[c:16]1[c:17]([CH3:21])[n:18][o:19][cH:20]1)[CH:32]1[CH2:33][CH2:34][CH2:35][CH2:36][CH2:37]1. Reactants: O=C(O)c1ccc(Br)o1, CCC=CCCCCCCCCCCO, CCCCCCCCCCCCC(C)CO, O=C(O)c1ccc(Cl)o1. The product is CCCCCCCCCCCCC(C)COc1ccc(C(=O)O)o1. RXN SMILES: [Br:32][c:33]1[cH:34][cH:35][c:36]([C:38](=[O:39])[OH:40])[o:37]1.[CH2:17]([OH:18])[CH2:19][CH2:20][CH2:21][CH2:22][CH2:23][CH2:24][CH2:25][CH2:26][CH2:27][CH:28]=[CH:29][CH2:30][CH3:31].[CH3:1][CH:2]([CH2:3][OH:4])[CH2:5][CH2:6][CH2:7][CH2:8][CH2:9][CH2:10][CH2:11][CH2:12][CH2:13][CH2:14][CH2:15][CH3:16].[Cl:41][c:42]1[o:43][c:44]([C:45]([OH:46])=[O:47])[cH:48][cH:49]1>>[CH3:1][CH:2]([CH2:3][O:4][c:33]1[cH:34][cH:35][c:36]([C:38](=[O:39])[OH:40])[o:37]1)[CH2:5][CH2:6][CH2:7][CH2:8][CH2:9][CH2:10][CH2:11][CH2:12][CH2:13][CH2:14][CH2:15][CH3:16]. Reaction SMILES: [Na][Na].[OH:3][C:4]1[CH:12]=[CH:11][C:7]([C:8]([OH:10])=[O:9])=[CH:6][CH:5]=1.I[C:14]1[CH:22]=[CH:21][CH:20]=[CH:19][C:15]=1[C:16]([O-:18])=[O:17].[Na+].COCCOCCN(CCOCCOC)CCOCCOC>CN1CCCC1=O.[Cu]Cl>[C:8]([C:7]1[CH:11]=[CH:12][C:4]([O:3][C:14]2[CH:22]=[CH:21][CH:20]=[CH:19][C:15]=2[C:16]([OH:18])=[O:17])=[CH:5][CH:6]=1)([OH:10])=[O:9] |f:2.3|. Starting materials: [Na][Na] (disodium), OC1=CC=C(C(=O)O)C=C1 (4-hydroxybenzoic acid), IC1=C(C(=O)[O-])C=CC=C1.[Na+] (sodium 2-iodobenzoate), COCCOCCN(CCOCCOC)CCOCCOC (tris-[2-(2-methoxyethoxy)-ethyl]amine). Yields the product C(=O)(O)C1=CC=C(OC2=C(C(=O)O)C=CC=C2)C=C1 (2-(4-carboxyphenoxy)benzoic acid). Reported procedure: A mixture of 40 g (0.22 mol) of the disodium salt of 4-hydroxybenzoic acid, 54 g (0.2 mol) of sodium 2-iodobenzoate, 1.98 g (0.02 mol) of copper(I) chloride and 6.47 g (0.02 mol) of tris-[2-(2-methoxyethoxy)-ethyl]amine (TDA) in 500 ml of N-methylpyrrolidone is kept at 180° C. for 4 hours. The solvent is then removed by distillation, the residue is diluted with about 1 litre of water and thchloric acid. The product w concentrated hydrochloric acid. The product which has precipitated is filtered ... Reaction conditions: time 4 hour. Isolated yield 58.0%. Run in CN1C(CCC1)=O (N-methylpyrrolidone). The reagents and catalysts are [Cu]Cl (copper(I) chloride). The reactants are CC(C)(C)OC(=O)N1CCC(CCCC=C(Br)Br)CC1, C1CCOC1, [Li]CCCC. Yields the product C#CCCCC1CCN(C(=O)OC(C)(C)C)CC1. As a reaction SMILES: [C:1]([CH3:2])([CH3:3])([CH3:4])[O:5][C:6](=[O:7])[N:8]1[CH2:9][CH2:10][CH:11]([CH2:14][CH2:15][CH2:16][CH:17]=[C:18]([Br:19])[Br:20])[CH2:12][CH2:13]1.[CH2:26]1[O:27][CH2:28][CH2:29][CH2:30]1.[CH3:21][CH2:22][CH2:23][CH2:24][Li:25]>>[C:1]([CH3:2])([CH3:3])([CH3:4])[O:5][C:6](=[O:7])[N:8]1[CH2:9][CH2:10][CH:11]([CH2:14][CH2:15][CH2:16][C:17]#[CH:18])[CH2:12][CH2:13]1. Starting materials: CC(C[C@@H](C(=O)OC)[C@@H](CCC)O)=C (methyl (2R,3R)-2-(2-methyl-2-propene-1-yl)-3-hydroxyhexanoate). Reagents/catalysts: [Pd] (palladium on carbon). The solvent is CO (MeOH). Conditions: time 8 hour. Yields the product CC(C[C@@H](C(=O)OC)[C@@H](CCC)O)C (methyl (2R,3R)-2-(2-methyl-1-propyl)-3-hydroxyhexanoate). The yield is 92.9%. RXN SMILES: [CH3:1][C:2](=[CH2:14])[CH2:3][C@H:4]([C@H:9]([OH:13])[CH2:10][CH2:11][CH3:12])[C:5]([O:7][CH3:8])=[O:6]>[Pd].CO>[CH3:14][CH:2]([CH3:1])[CH2:3][C@H:4]([C@H:9]([OH:13])[CH2:10][CH2:11][CH3:12])[C:5]([O:7][CH3:8])=[O:6]. Procedure: A mixture of methyl (2R,3R)-2-(2-methyl-2-propene-1-yl)-3-hydroxyhexanoate (7 g, 34.6 mmol) and 1.7 g of 5% palladium on carbon (50 wt. % water content) in 50 mL of MeOH is stirred overnight under hydrogen gas at 1 atmosphere pressure. Filtration and concentration of the filtrate under reduced pressure affords 6.5 g (93%) of methyl (2R,3R)-2-(2-methyl-1-propyl)-3-hydroxyhexanoate as an oil. Starting materials: COC(=O)C1=CC=C(C=C1)NCC=1C=NC=CC1 (N-(4-methoxycarbonylphenyl) pyrid-3-ylmethylamine), CC(C)C[AlH]CC(C)C (DIBAl-H), CO (methanol). The solvent is CCOCC (ether), [C@@H]([C@H](C(=O)[O-])O)(C(=O)[O-])O.[Na+].[K+] (Rochelle's salt), C1CCOC1 (THF). Conditions: temperature 0 celsius, time 1 hour. Yields the product OCC1=CC=C(C=C1)NCC=1C=NC=CC1 (N-(4-hydroxymethylphenyl)pyrid-3-ylmethylamine). Yield: 95.1%. Reaction SMILES: C[O:2][C:3]([C:5]1[CH:10]=[CH:9][C:8]([NH:11][CH2:12][C:13]2[CH:14]=[N:15][CH:16]=[CH:17][CH:18]=2)=[CH:7][CH:6]=1)=O.CC(C[AlH]CC(C)C)C.CO>C1COCC1.CCOCC.[C@H](O)(C([O-])=O)[C@@H](O)C([O-])=O.[Na+].[K+]>[OH:2][CH2:3][C:5]1[CH:6]=[CH:7][C:8]([NH:11][CH2:12][C:13]2[CH:14]=[N:15][CH:16]=[CH:17][CH:18]=2)=[CH:9][CH:10]=1 |f:5.6.7|. Reported procedure: To a −78° C. solution of N-(4-methoxycarbonylphenyl) pyrid-3-ylmethylamine (105 g, 0.433 moles, leg) in THF (17 volumes) was added slowly DIBAl-H (1M in toluene, 1084 mL, 1.084 moles, 2.5 eq,) and held cold for 1 hour. The reaction was then allowed to warm to 0° C. for 2 h. The reaction was carefully quenched with methanol (1.8 eq). It was then diluted with ether (62 volumes) and Saturated Rochelle's salt (37 volumes) and stirred vigorously overnight. The layers were separated and the aqueous ex... The reactants are C(C)OC(C=C(C)C1=CC=C(C=C1)C1=C(C=C(C=C1)F)F)=O (3-(2',4'-difluoro-4-biphenylyl)-2-butenoic acid ethyl ester), [OH-].[Na+] (sodium hydroxide), C(C)O (ethanol). Reagents/catalysts: [Na].[Hg] (sodium amalgam). Solvent: O (water). Reaction conditions: time 5 hour. The product is FC1=C(C=CC(=C1)F)C1=CC=C(C=C1)C(CC(=O)O)C (3-(2',4'-difluoro-4-biphenylyl)butyric acid). RXN SMILES: C([O:3][C:4](=[O:22])[CH:5]=[C:6]([C:8]1[CH:13]=[CH:12][C:11]([C:14]2[CH:19]=[CH:18][C:17]([F:20])=[CH:16][C:15]=2[F:21])=[CH:10][CH:9]=1)[CH3:7])C.[OH-].[Na+].C(O)C>[Na].[Hg].O>[F:21][C:15]1[CH:16]=[C:17]([F:20])[CH:18]=[CH:19][C:14]=1[C:11]1[CH:12]=[CH:13][C:8]([CH:6]([CH3:7])[CH2:5][C:4]([OH:22])=[O:3])=[CH:9][CH:10]=1 |f:1.2,4.5,^1:27|. Reported procedure: 3.02 g. of 3-(2',4'-difluoro-4-biphenylyl)-2-butenoic acid ethyl ester in 14 ml. of 1 N sodium hydroxide solution and 30 ml. of ethanol are heated under reflux for 3 hours. 40 ml. of water are added and 55 g. of 2.5% sodium amalgam are added in portions, at 25° with stirring, over the course of 5 hours. The mixture is stirred for 5 hours more and warmed on a water bath. The supernatant liquor is decanted from the mercury. Alcohol is distilled off and the reaction mixture is worked up in the cust... Reactants: CC(=O)OC(C)CCCCn1c(=O)c2c(nc(Br)n2C)n(C)c1=O, CO, Cl. Product: CC(O)CCCCn1c(=O)c2c(nc(Br)n2C)n(C)c1=O. RXN SMILES: [C:1](=[O:2])([CH3:3])[O:4][CH:5]([CH2:6][CH2:7][CH2:8][CH2:9][n:10]1[c:11](=[O:12])[n:13]([CH3:23])[c:14]2[n:15][c:16]([Br:22])[n:17]([CH3:21])[c:18]2[c:19]1=[O:20])[CH3:24].[CH3:26][OH:27].[ClH:25]>>[OH:4][CH:5]([CH2:6][CH2:7][CH2:8][CH2:9][n:10]1[c:11](=[O:12])[n:13]([CH3:23])[c:14]2[n:15][c:16]([Br:22])[n:17]([CH3:21])[c:18]2[c:19]1=[O:20])[CH3:24].